Dataset: the Open Reaction Database (ORD), a public repository of structured organic reaction records. Task: describe an organic reaction: reactants, conditions, products, and yield Reactants: CC1=C(C(=CC=C1)C)N(C(=N)N)C (1-(2,6-dimethylphenyl)-1-methylguanidine), C(C)(C)(C)N=C=O (t-butylisocyanate). Run in C=1(C(=CC=CC1)C)C (xylene). The product is CC1=C(C(=CC=C1)C)N(C(=N)NC(=O)NC(C)(C)C)C (1-(2,6-dimethylphenyl-N-methylamidino)-3-(t-butyl)urea). As a reaction SMILES: [CH3:1][C:2]1[CH:7]=[CH:6][CH:5]=[C:4]([CH3:8])[C:3]=1[N:9]([CH3:13])[C:10]([NH2:12])=[NH:11].[C:14]([N:18]=[C:19]=[O:20])([CH3:17])([CH3:16])[CH3:15]>C1(C)C(C)=CC=CC=1>[CH3:1][C:2]1[CH:7]=[CH:6][CH:5]=[C:4]([CH3:8])[C:3]=1[N:9]([CH3:13])[C:10]([NH:12][C:19]([NH:18][C:14]([CH3:17])([CH3:16])[CH3:15])=[O:20])=[NH:11]. Procedure: To a mixture of 8.7 g. (0.05 mole) of 1-(2,6-dimethylphenyl)-1-methylguanidine and 10 ml. xylene is added 5 g. of t-butylisocyanate (0.05 mole) and the mixture is refluxed for 2 hours. The reaction product is cooled, triturated with heptane and filtered. Recrystallization from 1:1 isopropanol/water results in 1-(2,6-dimethylphenyl-N-methylamidino)-3-(t-butyl)urea. Reactants: FC=1C=C(C=C(C1)C1(CCOCC1)OC)SC1=CC2=C(NC(CS2)=O)C=C1 (4-[5-fluoro-3-(3-oxo-2,3-dihydro-4H-1,4-benzothiazin-7-ylthio)phenyl]-4-methoxytetrahydropyran), CI (methyl iodide). The product is FC=1C=C(C=C(C1)C1(CCOCC1)OC)SC1=CC2=C(N(C(CS2)=O)C)C=C1 (4-[5-fluoro-3-(4-methyl-3-oxo-2,3-dihydro-4H-1,4-benzothiazin-7-ylthio)phenyl]-4-methoxytetrahydropyran). Isolated yield 41.0%. As a reaction SMILES: [F:1][C:2]1[CH:3]=[C:4]([S:16][C:17]2[CH:27]=[CH:26][C:20]3[NH:21][C:22](=[O:25])[CH2:23][S:24][C:19]=3[CH:18]=2)[CH:5]=[C:6]([C:8]2([O:14][CH3:15])[CH2:13][CH2:12][O:11][CH2:10][CH2:9]2)[CH:7]=1.[CH3:28]I>>[F:1][C:2]1[CH:3]=[C:4]([S:16][C:17]2[CH:27]=[CH:26][C:20]3[N:21]([CH3:28])[C:22](=[O:25])[CH2:23][S:24][C:19]=3[CH:18]=2)[CH:5]=[C:6]([C:8]2([O:14][CH3:15])[CH2:9][CH2:10][O:11][CH2:12][CH2:13]2)[CH:7]=1. Procedure: Using the procedure described in Example 12, 4-[5-fluoro-3-(3-oxo-2,3-dihydro-4H-1,4-benzothiazin-7-ylthio)phenyl]-4-methoxytetrahydropyran was reacted with methyl iodide to give 4-[5-fluoro-3-(4-methyl-3-oxo-2,3-dihydro-4H-1,4-benzothiazin-7-ylthio)phenyl]-4-methoxytetrahydropyran in 41% yield, m.p. 131-133° C. The reactants are NC(=O)NCCCCCC(=O)O, CS(=O)(=O)O, O=COO, [Na+], [OH-], OO. Product: NC(=O)NCCCCCC(=O)OO. As a reaction SMILES: [C:1]([NH2:2])(=[O:3])[NH:4][CH2:5][CH2:6][CH2:7][CH2:8][CH2:9][C:10](=[O:11])[OH:12].[CH3:21][S:22](=[O:23])(=[O:24])[OH:25].[CH:17](=[O:18])[O:19][OH:20].[Na+:16].[OH-:15].[OH:13][OH:14]>>[C:1]([NH2:2])(=[O:3])[NH:4][CH2:5][CH2:6][CH2:7][CH2:8][CH2:9][C:10](=[O:11])[O:12][OH:18]. Reactants: C1CCOC1, O=C=Nc1ccccc1C(F)(F)F, Cc1cc(CC(=O)OC(C)(C)C)ccc1N. Product: Cc1cc(CC(=O)OC(C)(C)C)ccc1NC(=O)Nc1ccccc1C(F)(F)F. Reaction SMILES: [CH2:30]1[O:31][CH2:32][CH2:33][CH2:34]1.[F:17][C:18]([c:19]1[c:20]([N:25]=[C:26]=[O:27])[cH:21][cH:22][cH:23][cH:24]1)([F:28])[F:29].[NH2:1][c:2]1[c:3]([CH3:16])[cH:4][c:5]([CH2:8][C:9](=[O:10])[O:11][C:12]([CH3:13])([CH3:14])[CH3:15])[cH:6][cH:7]1>>[NH:1]([c:2]1[c:3]([CH3:16])[cH:4][c:5]([CH2:8][C:9](=[O:10])[O:11][C:12]([CH3:13])([CH3:14])[CH3:15])[cH:6][cH:7]1)[C:26]([NH:25][c:20]1[c:19]([C:18]([F:17])([F:28])[F:29])[cH:24][cH:23][cH:22][cH:21]1)=[O:27]. Reactants: COc1ccc(COc2cccc(CO)c2Br)cc1, C1=COCCC1, ClCCl, [Na+], O=C([O-])O, CC1(C)C2CCC1(CS(=O)(=O)O)C(=O)C2. Yields the product COc1ccc(COc2cccc(COC3CCCCO3)c2Br)cc1. RXN SMILES: [Br:22][c:23]1[c:24]([CH2:39][OH:40])[cH:25][cH:26][cH:27][c:28]1[O:29][CH2:30][c:31]1[cH:32][cH:33][c:34]([O:37][CH3:38])[cH:35][cH:36]1.[CH2:1]1[CH2:2][O:3][CH:4]=[CH:5][CH2:6]1.[Cl:46][CH2:47][Cl:48].[Na+:45].[O-:41][C:42]([OH:43])=[O:44].[O:7]=[S:8](=[O:9])([OH:10])[CH2:11][C:12]12[CH2:13][CH2:14][CH:15]([C:16]1([CH3:17])[CH3:18])[CH2:19][C:20]2=[O:21]>>[CH2:1]1[CH2:2][O:3][CH:4]([O:40][CH2:39][c:24]2[c:23]([Br:22])[c:28]([O:29][CH2:30][c:31]3[cH:32][cH:33][c:34]([O:37][CH3:38])[cH:35][cH:36]3)[cH:27][cH:26][cH:25]2)[CH2:5][CH2:6]1. As a reaction SMILES: [CH3:47][N:48]([CH3:49])[CH:50]=[O:51].[CH:1]1([CH2:4][N:5]2[CH2:6][CH:7]3[CH2:8][NH:9][CH2:10][CH:11]([CH2:12]2)[C:13]3([CH3:14])[CH3:15])[CH2:2][CH2:3]1.[F:18][c:19]1[cH:20][cH:21][c:22]([CH:25]([c:26]2[cH:27][cH:28][c:29]([F:32])[cH:30][cH:31]2)[Cl:33])[cH:23][cH:24]1.[Li:16].[NH2-:17].[OH:34][C:35]([CH2:36][C:37]([C:38](=[O:39])[OH:40])([CH2:41][C:42](=[O:43])[OH:44])[OH:45])=[O:46]>>[CH:1]1([CH2:4][N:5]2[CH2:6][CH:7]3[CH2:8][N:9]([CH:25]([c:22]4[cH:21][cH:20][c:19]([F:18])[cH:24][cH:23]4)[c:26]4[cH:27][cH:28][c:29]([F:32])[cH:30][cH:31]4)[CH2:10][CH:11]([CH2:12]2)[C:13]3([CH3:14])[CH3:15])[CH2:2][CH2:3]1. Reactants: CN(C)C=O, CC1(C)C2CNCC1CN(CC1CC1)C2, Fc1ccc(C(Cl)c2ccc(F)cc2)cc1, [Li], [NH2-], O=C(O)CC(O)(CC(=O)O)C(=O)O. Yields the product CC1(C)C2CN(CC3CC3)CC1CN(C(c1ccc(F)cc1)c1ccc(F)cc1)C2.